From a dataset of the Open Reaction Database (ORD), a public repository of structured organic reaction records. describe an organic reaction: reactants, conditions, products, and yield Starting materials: ClC1=NN=C(C2=CC=CC=C12)C1=CSC=C1 (1-chloro-4-(3-thienyl)phthalazine), D-α-phenylethylamine, [OH-].[Na+] (NaOH). The solvent is CN1C(CCC1)=O (N-methylpyrrolidone). Run at temperature 140 celsius, time 6 hour. The product is C1(=CC=CC=C1)[C@@H](C)NC1=NN=C(C2=CC=CC=C12)C1=CSC=C1 ((R)-1-(α-phenylethylamino) -4-(3-thienyl)phthalazine). Yield: 143.6%. RXN SMILES: Cl[C:2]1[C:11]2[C:6](=[CH:7][CH:8]=[CH:9][CH:10]=2)[C:5]([C:12]2[CH:16]=[CH:15][S:14][CH:13]=2)=[N:4][N:3]=1.[OH-].[Na+]>CN1CCCC1=O>[C:6]1([C@H:5]([NH:4][C:2]2[C:11]3[C:6](=[CH:7][CH:8]=[CH:9][CH:10]=3)[C:5]([C:12]3[CH:16]=[CH:15][S:14][CH:13]=3)=[N:4][N:3]=2)[CH3:12])[CH:11]=[CH:10][CH:9]=[CH:8][CH:7]=1 |f:1.2|. Reported procedure: 510 mg of 1-chloro-4-(3-thienyl)phthalazine and 790 mg of D-α-phenylethylamine were dissolved in 2 ml of N-methylpyrrolidone, and the solution was stirred at 140° C. for 6 hours. After cooling the solution, an aqueous 5% NaOH solution was added to the solution, and the resultant solution was extracted with chloroform. The organic layer was dried, concentrated, purified by silica gel chromatography (eluent: hexane, chloroform, ethyl acetate), and recrystallized from ether to obtain 492 mg of (R)-... The reactants are O=C([O-])[O-], C=C(C)CCl, [K+], [K+], CN(C)C=O, COC(=O)c1ccc(OC)c(O)c1. The product is C=C(C)COc1cc(C(=O)OC)ccc1OC. RXN SMILES: [C:14](=[O:15])([O-:16])[O-:17].[Cl:20][CH2:21][C:22](=[CH2:23])[CH3:24].[K+:18].[K+:19].[O:25]=[CH:26][N:27]([CH3:28])[CH3:29].[OH:1][c:2]1[cH:3][c:4]([C:5](=[O:6])[O:7][CH3:8])[cH:9][cH:10][c:11]1[O:12][CH3:13]>>[O:1]([c:2]1[cH:3][c:4]([C:5](=[O:6])[O:7][CH3:8])[cH:9][cH:10][c:11]1[O:12][CH3:13])[CH2:23][C:22](=[CH2:21])[CH3:24]. The reactants are C(C=C)I (Allyl iodide), C(C)(C)(C)OC([C@@H](NC(=O)OCC1=CC=CC=C1)C)=O (Benzyloxycarbonyl-L-alanine t-butyl ester), [H-].[Na+] (sodium hydride). Solvent: C1CCOC1 (THF). Reaction conditions: time 8 hour. Product: C(C)(C)(C)OC([C@@H](NCC=C)C)=O (N-allyl-L-alanine t-butyl ester). Isolated yield 102.5%. Reaction SMILES: [C:1]([O:5][C:6](=[O:20])[C@H:7]([CH3:19])[NH:8][C:9](OCC1C=CC=CC=1)=O)([CH3:4])([CH3:3])[CH3:2].[CH2:21](I)[CH:22]=C.[H-].[Na+]>C1COCC1>[C:1]([O:5][C:6](=[O:20])[C@H:7]([CH3:19])[NH:8][CH2:9][CH:21]=[CH2:22])([CH3:2])([CH3:3])[CH3:4] |f:2.3|. Reported procedure: Benzyloxycarbonyl-L-alanine t-butyl ester (10.0 g, 35.8 mmol) was dissolved in dry THF. Allyl iodide (7.4 mL, 78.8 mmol) was added followed by sodium hydride (1.80 g, 45.0 mmol). The reaction was left stirring at room temperature overnight. The reaction was evaporated and taken up in ethyl acetate. It was extracted with water and treated with sodium metabisulfite. The ethyl acetate was extracted with 1N aqueous sodium carbonate, dried over anhydrous magnesium sulfate, filtered and evaporated und... Reactants: [Br-], CON(C)C(=O)c1cccc(Br)c1, CCC[Mg+], C1CCOC1. Yields the product CCCC(=O)c1cccc(Br)c1. Reaction SMILES: [Br-:14].[Br:1][c:2]1[cH:3][c:4]([C:5](=[O:6])[N:7]([O:8][CH3:9])[CH3:10])[cH:11][cH:12][cH:13]1.[CH2:15]([CH2:16][CH3:17])[Mg+:18].[CH2:19]1[O:20][CH2:21][CH2:22][CH2:23]1>>[Br:1][c:2]1[cH:3][c:4]([C:5](=[O:6])[CH2:15][CH2:16][CH3:17])[cH:11][cH:12][cH:13]1.